Dataset: the Open Reaction Database (ORD), a public repository of structured organic reaction records. Task: describe an organic reaction: reactants, conditions, products, and yield The reactants are [H-].[Na+] (Sodium hydride), ClC1=NC=2C=CC=CC2C2=C1N=CN2CC(C)(O)C (1-(4-chloro-1H-imidazo[4,5-c]quinolin-1-yl)-2-methylpropan-2-ol), C(=C)S(=O)(=O)C (methyl vinyl sulfone). The solvent is O1CCCC1 (tetrahydrofuran). Conditions: time 5 minute. Product: ClC1=NC=2C=CC=CC2C2=C1N=CN2CC(C)(OCCS(=O)(=O)C)C (4-chloro-1-{2-methyl-2-[2-(methylsulfonyl)ethoxy]propyl}-1H-imidazo[4,5-c]quinoline). Reaction SMILES: [H-].[Na+].[Cl:3][C:4]1[C:13]2[N:14]=[CH:15][N:16]([CH2:17][C:18]([CH3:21])([OH:20])[CH3:19])[C:12]=2[C:11]2[CH:10]=[CH:9][CH:8]=[CH:7][C:6]=2[N:5]=1.[CH:22]([S:24]([CH3:27])(=[O:26])=[O:25])=[CH2:23]>O1CCCC1>[Cl:3][C:4]1[C:13]2[N:14]=[CH:15][N:16]([CH2:17][C:18]([CH3:21])([O:20][CH2:23][CH2:22][S:24]([CH3:27])(=[O:26])=[O:25])[CH3:19])[C:12]=2[C:11]2[CH:10]=[CH:9][CH:8]=[CH:7][C:6]=2[N:5]=1 |f:0.1|. Procedure details: Sodium hydride (60% dispersion in mineral oil, 58 mg, 1.45 mmol) was added to a stirred solution of 1-(4-chloro-1H-imidazo[4,5-c]quinolin-1-yl)-2-methylpropan-2-ol (described in U.S. Pat. No. 4,689,338 Example 189, Part D, 4.00 g, 14.5 mmol) in tetrahydrofuran (58 mL). After 5 minutes, methyl vinyl sulfone (3.10 g, 29.0 mmol) was added dropwise. The reaction mixture was stirred at room temperature for 17 hours. The volatiles were removed under reduced pressure and the resulting oil was purified ... Reactants: CC(C)=O, Cl, O=C(NC(Cc1ccccc1)C1(c2ccccc2)OCCO1)c1cc2cc(Cl)ncc2[nH]1. The product is O=C(NC(Cc1ccccc1)C(=O)c1ccccc1)c1cc2cc(Cl)ncc2[nH]1. RXN SMILES: [CH3:34][C:35](=[O:36])[CH3:37].[ClH:33].[c:1]1([CH2:7][CH:8]([C:9]2([c:14]3[cH:15][cH:16][cH:17][cH:18][cH:19]3)[O:10][CH2:13][CH2:12][O:11]2)[NH:20][C:21](=[O:22])[c:23]2[cH:24][c:25]3[c:26]([cH:27][n:28][c:29]([Cl:31])[cH:30]3)[nH:32]2)[cH:2][cH:3][cH:4][cH:5][cH:6]1>>[c:1]1([CH2:7][CH:8]([C:9](=[O:10])[c:14]2[cH:15][cH:16][cH:17][cH:18][cH:19]2)[NH:20][C:21](=[O:22])[c:23]2[cH:24][c:25]3[c:26]([cH:27][n:28][c:29]([Cl:31])[cH:30]3)[nH:32]2)[cH:2][cH:3][cH:4][cH:5][cH:6]1. Starting materials: C(C)(C)(C)O[C@H](C(=O)OCC)C1=C(C2=C(N=C(S2)C2=CC(=NC=C2)C=2C=C3C=CC(=NC3=CC2)NC)C=C1C)C1=CC=C(C=C1)Cl ((S)-ethyl 2-tert-butoxy-2-(7-(4-chlorophenyl)-5-methyl-2-(2-(2-(methylamino)quinolin-6-yl)pyridin-4-yl)benzo[d]thiazol-6-yl)acetate), [Li+].[I-] (LiI). Run in N1=CC=CC=C1 (pyridine). Conditions: temperature 170 celsius. The product is C(C)(C)(C)O[C@H](C(=O)O)C1=C(C2=C(N=C(S2)C2=CC(=NC=C2)C=2C=C3C=CC(=NC3=CC2)NC)C=C1C)C1=CC=C(C=C1)Cl ((S)-2-tert-butoxy-2-(7-(4-chlorophenyl)-5-methyl-2-(2-(2-(methylamino)quinolin-6-yl)pyridin-4-yl)benzo[d]thiazol-6-yl)acetic acid). As a reaction SMILES: [C:1]([O:5][C@@H:6]([C:12]1[C:38]([CH3:39])=[CH:37][C:15]2[N:16]=[C:17]([C:19]3[CH:24]=[CH:23][N:22]=[C:21]([C:25]4[CH:26]=[C:27]5[C:32](=[CH:33][CH:34]=4)[N:31]=[C:30]([NH:35][CH3:36])[CH:29]=[CH:28]5)[CH:20]=3)[S:18][C:14]=2[C:13]=1[C:40]1[CH:45]=[CH:44][C:43]([Cl:46])=[CH:42][CH:41]=1)[C:7]([O:9]CC)=[O:8])([CH3:4])([CH3:3])[CH3:2].[Li+].[I-]>N1C=CC=CC=1>[C:1]([O:5][C@@H:6]([C:12]1[C:38]([CH3:39])=[CH:37][C:15]2[N:16]=[C:17]([C:19]3[CH:24]=[CH:23][N:22]=[C:21]([C:25]4[CH:26]=[C:27]5[C:32](=[CH:33][CH:34]=4)[N:31]=[C:30]([NH:35][CH3:36])[CH:29]=[CH:28]5)[CH:20]=3)[S:18][C:14]=2[C:13]=1[C:40]1[CH:45]=[CH:44][C:43]([Cl:46])=[CH:42][CH:41]=1)[C:7]([OH:9])=[O:8])([CH3:4])([CH3:2])[CH3:3] |f:1.2|. Procedure: To a stirred solution of (S)-ethyl 2-tert-butoxy-2-(7-(4-chlorophenyl)-5-methyl-2-(2-(2-(methylamino)quinolin-6-yl)pyridin-4-yl)benzo[d]thiazol-6-yl)acetate (4.1 mg, 0.006 mmol)) in pyridine (0.4 mL) was added LiI (50 mg, excess). The reaction mixture was heating in a microwave at 170° C. for 90 min. The mixture was concentrated in vacuo and then purified by reverse phase HPLC, eluting by 0-100% acetonitrile in H2O with 0.1% TFA to give the desired product. LCMS-ESI+ (m/z): [M+H]+ calcd for C35H... Reactants: CCOC(=O)c1nc(C#N)c2c(ccn2Cc2ccc(F)cc2)c1OC(C)=O, CC#N, O=C1CCC(=O)N1Cl. The product is CCOC(=O)c1nc(C#N)c2c(c(Cl)cn2Cc2ccc(F)cc2)c1OC(C)=O. RXN SMILES: [CH2:1]([CH3:2])[O:3][C:4](=[O:5])[c:6]1[c:7]([O:25][C:26]([CH3:27])=[O:28])[c:8]2[c:9]([c:10]([C:12]#[N:13])[n:11]1)[n:14]([CH2:17][c:18]1[cH:19][cH:20][c:21]([F:24])[cH:22][cH:23]1)[cH:15][cH:16]2.[CH3:37][C:38]#[N:39].[Cl:29][N:30]1[C:31](=[O:32])[CH2:33][CH2:34][C:35]1=[O:36]>>[CH2:1]([CH3:2])[O:3][C:4](=[O:5])[c:6]1[c:7]([O:25][C:26]([CH3:27])=[O:28])[c:8]2[c:9]([c:10]([C:12]#[N:13])[n:11]1)[n:14]([CH2:17][c:18]1[cH:19][cH:20][c:21]([F:24])[cH:22][cH:23]1)[cH:15][c:16]2[Cl:29]. The reactants are C(C)O (ethanol), 102, FC1=CC=C(C=C1)C1(CCC2(OCCO2)CC1)C(=O)Cl (8-(4-fluorophenyl)-1,4-dioxaspiro[4,5]decane-8-carbonyl chloride), CC1=CC=CC=C1 (methylbenzene). Reaction conditions: time 24 hour. Product: 95, FC1=CC=C(C=C1)C1(CCC2(OCCO2)CC1)C(=O)OCC (ethyl 8-(4-fluorophenyl)-1,4-dioxaspiro[4,5]decane-8-carboxylate). Yield: 90.6%. Reaction SMILES: C([OH:3])C.[F:4][C:5]1[CH:10]=[CH:9][C:8]([C:11]2([C:21](Cl)=[O:22])[CH2:20][CH2:19][C:14]3([O:18][CH2:17][CH2:16][O:15]3)[CH2:13][CH2:12]2)=[CH:7][CH:6]=1.C[C:25]1[CH:30]=CC=CC=1>>[F:4][C:5]1[CH:10]=[CH:9][C:8]([C:11]2([C:21]([O:22][CH2:30][CH3:25])=[O:3])[CH2:20][CH2:19][C:14]3([O:18][CH2:17][CH2:16][O:15]3)[CH2:13][CH2:12]2)=[CH:7][CH:6]=1. Procedure: To 120 parts of absolute ethanol is added dropwise a solution of 102 parts of 8-(4-fluorophenyl)-1,4-dioxaspiro[4,5]decane-8-carbonyl chloride in 270 parts of methylbenzene, while cooling. Upon completion, the whole is stirred for 24 hours at reflux temperature. The reaction mixture is cooled, washed with water, dried, filtered and evaporated, yielding 95 parts (90.6%) of ethyl 8-(4-fluorophenyl)-1,4-dioxaspiro[4,5]decane-8-carboxylate as a residue. As a reaction SMILES: Cl[C:2]1[C:11]2[C:6](=[CH:7][CH:8]=[CH:9][CH:10]=2)[C:5]([N:12]2[CH2:17][CH2:16][N:15]([C:18]([C:20]3[CH:25]=[CH:24][CH:23]=[CH:22][CH:21]=3)=[O:19])[CH2:14][C@H:13]2[CH3:26])=[N:4][N:3]=1.[C:27]1([CH3:36])[CH:32]=[CH:31][C:30](B(O)O)=[CH:29][CH:28]=1.C1(C)C=CC=CC=1.C([O-])([O-])=O.[Na+].[Na+]>C(OCC)(=O)C.C1C=CC([P]([Pd]([P](C2C=CC=CC=2)(C2C=CC=CC=2)C2C=CC=CC=2)([P](C2C=CC=CC=2)(C2C=CC=CC=2)C2C=CC=CC=2)[P](C2C=CC=CC=2)(C2C=CC=CC=2)C2C=CC=CC=2)(C2C=CC=CC=2)C2C=CC=CC=2)=CC=1>[CH3:26][C@H:13]1[N:12]([C:5]2[C:6]3[C:11](=[CH:10][CH:9]=[CH:8][CH:7]=3)[C:2]([C:30]3[CH:31]=[CH:32][C:27]([CH3:36])=[CH:28][CH:29]=3)=[N:3][N:4]=2)[CH2:17][CH2:16][N:15]([C:18]([C:20]2[CH:25]=[CH:24][CH:23]=[CH:22][CH:21]=2)=[O:19])[CH2:14]1 |f:3.4.5,^1:59,61,80,99|. The reactants are ClC1=NN=C(C2=CC=CC=C12)N1[C@@H](CN(CC1)C(=O)C1=CC=CC=C1)C ((R)-(4-(4-chlorophthalazin-1-yl)-3-methylpiperazin-1-yl)(phenyl)methanone), C1(=CC=C(C=C1)B(O)O)C (p-tolyl boronic acid), C1(=CC=CC=C1)C (Toluene), C(=O)([O-])[O-].[Na+].[Na+] (Na2CO3). The product is C[C@@H]1CN(CCN1C1=NN=C(C2=CC=CC=C12)C1=CC=C(C=C1)C)C(=O)C1=CC=CC=C1 ((R)-(3-methyl-4-(4-p-tolylphthalazin-1-yl)piperazin-1-yl)(phenyl)methanone). Yield: 86.3%. Run in C(C)(=O)OCC (ethyl acetate). The reagents and catalysts are C=1C=CC(=CC1)[P](C=2C=CC=CC2)(C=3C=CC=CC3)[Pd]([P](C=4C=CC=CC4)(C=5C=CC=CC5)C=6C=CC=CC6)([P](C=7C=CC=CC7)(C=8C=CC=CC8)C=9C=CC=CC9)[P](C=1C=CC=CC1)(C=1C=CC=CC1)C=1C=CC=CC1 (Pd(PPh3)4). Reaction conditions: temperature 100 celsius. Procedure: Compound 20 was prepared as described generally in synthetic Method D. Substrate JK-5 was prepared as described in detail in Example 11. To a reaction flask was added (R)-(4-(4-chlorophthalazin-1-yl)-3-methylpiperazin-1-yl)(phenyl)methanone (JK-5) (200 mg, 0.54 mmol), p-tolyl boronic acid (111 mg, 0.82 mmol, 1.5 eq), and Pd(PPh3)4 (31 mg, 0.027 mmol, 0.05 eq). The flask was fitted with a reflux condenser and purged with nitrogen. Toluene (5.4 mL) and aqueous Na2CO3 (2 M, 0.54 mL, 2 eq) were adde... The reactants are ClC1=CC=C(C=C1)C(C#CC(=O)N)(CC)N1C=CC2=C(C=CC=C12)N(S(=O)(=O)C)COCC[Si](C)(C)C (4-(4-chlorophenyl)-4-(4-(N-((2-(trimethylsilyl)ethoxy)methyl)methylsulfonamido)-1H-indol-1-yl)hex-2-ynamide), O=P(Cl)(Cl)Cl (POCl3). The solvent is N1=CC=CC=C1 (pyridine). Conditions: time 2 hour. The product is ClC1=CC=C(C=C1)C(C#CC#N)(CC)N1C=CC2=C(C=CC=C12)N(S(=O)(=O)C)COCC[Si](C)(C)C (N-(1-(3-(4-chlorophenyl)-1-cyanopent-1-yn-3-yl)-1H-indol-4-yl)-N-((2-(trimethyl silyl)ethoxy)methyl)methanesulfonamide). As a reaction SMILES: [Cl:1][C:2]1[CH:7]=[CH:6][C:5]([C:8]([N:16]2[C:24]3[C:19](=[C:20]([N:25]([CH2:30][O:31][CH2:32][CH2:33][Si:34]([CH3:37])([CH3:36])[CH3:35])[S:26]([CH3:29])(=[O:28])=[O:27])[CH:21]=[CH:22][CH:23]=3)[CH:18]=[CH:17]2)([CH2:14][CH3:15])[C:9]#[C:10][C:11]([NH2:13])=O)=[CH:4][CH:3]=1.O=P(Cl)(Cl)Cl>N1C=CC=CC=1>[Cl:1][C:2]1[CH:7]=[CH:6][C:5]([C:8]([N:16]2[C:24]3[C:19](=[C:20]([N:25]([CH2:30][O:31][CH2:32][CH2:33][Si:34]([CH3:37])([CH3:35])[CH3:36])[S:26]([CH3:29])(=[O:28])=[O:27])[CH:21]=[CH:22][CH:23]=3)[CH:18]=[CH:17]2)([CH2:14][CH3:15])[C:9]#[C:10][C:11]#[N:13])=[CH:4][CH:3]=1. Reported procedure: To a solution of the product from step C (20 mg, 0.036 mmol, enantiomer A) in pyridine (5 mL) was added POCl3 (0.05 mL). The mixture was stirred at RT for 2 h. The residue was purified by Combiflash (Mobile phase: MeOH/H2O (0.08% of NH4HCO3) to obtain the title compound. LC/MS m/z=564.0 [M+Na]+.